From a dataset of the Open Reaction Database (ORD), a public repository of structured organic reaction records. describe an organic reaction: reactants, conditions, products, and yield Starting materials: CC1=C(O)C=CC(=C1)O (methylhydroquinone), [H-].[Na+] (sodium hydride), ClC=1C=CC(=C(C1)N(C(OC(C)(C)C)=O)C)[N+](=O)[O-] (t-butyl N-(5-chloro-2-nitrophenyl)-N-methylcarbamate). The solvent is CN(C=O)C (N,N-dimethylformamide). Conditions: time 15 minute. The product is OC1=CC(=C(OC=2C=CC(=C(C2)N(C(OC(C)(C)C)=O)C)[N+](=O)[O-])C=C1)C (t-butyl N-[5-(4-hydroxy-2-methylphenoxy)-2-nitrophenyl]-N-methylcarbamate). The yield is 58.8%. Reaction SMILES: [H-].[Na+].[CH3:3][C:4]1[CH:10]=[C:9]([OH:11])[CH:8]=[CH:7][C:5]=1[OH:6].Cl[C:13]1[CH:14]=[CH:15][C:16]([N+:28]([O-:30])=[O:29])=[C:17]([N:19]([CH3:27])[C:20](=[O:26])[O:21][C:22]([CH3:25])([CH3:24])[CH3:23])[CH:18]=1>CN(C)C=O>[OH:11][C:9]1[CH:8]=[CH:7][C:5]([O:6][C:13]2[CH:14]=[CH:15][C:16]([N+:28]([O-:30])=[O:29])=[C:17]([N:19]([CH3:27])[C:20](=[O:26])[O:21][C:22]([CH3:23])([CH3:24])[CH3:25])[CH:18]=2)=[C:4]([CH3:3])[CH:10]=1 |f:0.1|. Procedure: To a suspension of sodium hydride (55 wt. %, 0.87 g) in N,N-dimethylformamide (20 ml) was added methylhydroquinone (1.24 g). The mixture was stirred at ambient temperature for 15 minutes. To this mixture was added t-butyl N-(5-chloro-2-nitrophenyl)-N-methylcarbamate (2.87 g)in small portions and stirred at 120° C. for 2 hours. The reaction mixture was concentrated and the residue was partitioned between ethyl acetate and water. The ethyl acetate layer was dried over sodium sulfate and concentrat... Reactants: [N+](=O)([O-])C1=C(CCl)C=CC=C1 (o-nitrobenzylchloride), C([O-])([O-])=O.[K+].[K+] (potassium carbonate), CNS(=O)(=O)C (N-methyl-methanesulfonamide). The solvent is O (water). Conditions: temperature 50 celsius, time 30 minute. Yields the product CN(S(=O)(=O)C)CC1=C(C=CC=C1)[N+](=O)[O-] (N-Methyl-N-(2-nitro-benzyl)-methanesulfonamide), solid. The yield is 78.0%. RXN SMILES: C(=O)([O-])[O-].[K+].[K+].[CH3:7][NH:8][S:9]([CH3:12])(=[O:11])=[O:10].[N+:13]([C:16]1[CH:23]=[CH:22][CH:21]=[CH:20][C:17]=1[CH2:18]Cl)([O-:15])=[O:14]>O>[CH3:7][N:8]([CH2:18][C:17]1[CH:20]=[CH:21][CH:22]=[CH:23][C:16]=1[N+:13]([O-:15])=[O:14])[S:9]([CH3:12])(=[O:11])=[O:10] |f:0.1.2|. Reported procedure: To a suspension of potassium carbonate (1.2 g, 8.7 mmol) in was added N-methyl-methanesulfonamide (0.70 g, 6.4 mmol) followed by o-nitrobenzylchloride (1.0 g, 5.8 mmol). The mixture was heated at 50° C. for 18 hours. The mixture was cooled to room temperature and diluted with water (50 mL) and stirred for 30 minutes. The resulting precipitate was filtered and rinsed with water. The solid was dissolved in dichloromethane (25 mL), dried over magnesium sulfate, filtered, evaporated under reduced pr... The reactants are CC1CN(c2ncc3ccccc3n2)CC(C)N1, O=C(NCC(F)(F)F)C1(CCCCBr)c2ccccc2-c2ccccc21. Yields the product CC1CN(c2ncc3ccccc3n2)CC(C)N1CCCCC1(C(=O)NCC(F)(F)F)c2ccccc2-c2ccccc21. RXN SMILES: [CH3:27][CH:28]1[CH2:29][N:30]([c:35]2[n:36][c:37]3[cH:38][cH:39][cH:40][cH:41][c:42]3[cH:43][n:44]2)[CH2:31][CH:32]([CH3:34])[NH:33]1.[F:1][C:2]([CH2:3][NH:4][C:5](=[O:6])[C:7]1([CH2:20][CH2:21][CH2:22][CH2:23][Br:24])[c:8]2[cH:9][cH:10][cH:11][cH:12][c:13]2-[c:14]2[cH:15][cH:16][cH:17][cH:18][c:19]21)([F:25])[F:26]>>[F:1][C:2]([CH2:3][NH:4][C:5](=[O:6])[C:7]1([CH2:20][CH2:21][CH2:22][CH2:23][N:33]2[CH:28]([CH3:27])[CH2:29][N:30]([c:35]3[n:36][c:37]4[cH:38][cH:39][cH:40][cH:41][c:42]4[cH:43][n:44]3)[CH2:31][CH:32]2[CH3:34])[c:8]2[cH:9][cH:10][cH:11][cH:12][c:13]2-[c:14]2[cH:15][cH:16][cH:17][cH:18][c:19]21)([F:25])[F:26]. Starting materials: CC(=O)CCCOc1ccccc1, COc1cc(C=O)ccc1O. Product: COc1cc(C=CC(=O)CCCOc2ccccc2)ccc1O. Reaction SMILES: [O:12]([c:13]1[cH:14][cH:15][cH:16][cH:17][cH:18]1)[CH2:19][CH2:20][CH2:21][C:22]([CH3:23])=[O:24].[O:1]=[CH:2][c:3]1[cH:4][c:5]([O:6][CH3:7])[c:8]([OH:9])[cH:10][cH:11]1>>[CH:2]([c:3]1[cH:4][c:5]([O:6][CH3:7])[c:8]([OH:9])[cH:10][cH:11]1)=[CH:23][C:22]([CH2:21][CH2:20][CH2:19][O:12][c:13]1[cH:14][cH:15][cH:16][cH:17][cH:18]1)=[O:24]. The reactants are IC1=CC=C(S1)C1=NC(=NC=C1)NCCN1C(NC(C1(C)C)=O)=O (1-{2-[4-(5-iodothiophen-2-yl)pyrimidin-2-ylamino]ethyl}-5,5-dimethyl-imidazolidine-2,4-dione), C(C)C1=C(C=CC=C1)S (2-ethylthiophenol), CC1(C2=C(C(=CC=C2)P(C3=CC=CC=C3)C4=CC=CC=C4)OC5=C(C=CC=C51)P(C6=CC=CC=C6)C7=CC=CC=C7)C (Xantphos), solution, C(C)(C)(C)O[K] (tBuOK). Reagents/catalysts: C=1C=CC(=CC1)/C=C/C(=O)/C=C/C2=CC=CC=C2.C=1C=CC(=CC1)/C=C/C(=O)/C=C/C2=CC=CC=C2.C=1C=CC(=CC1)/C=C/C(=O)/C=C/C2=CC=CC=C2.[Pd].[Pd] (Pd2dba3). Solvent: C1(=CC=CC=C1)C (toluene), C(C)(C)(C)O (t-butanol). Reaction conditions: temperature 110 celsius. Yields the product C(C)C1=C(C=CC=C1)SC1=CC=C(S1)C1=NC(=NC=C1)NCCN1C(NC(C1(C)C)=O)=O (1-(2-{4-[5-(2-Ethylphenylthio)thiophen-2-yl]pyrimidin-2-ylamino}ethyl)-5,5-dimethylimidazolidine-2,4-dione). RXN SMILES: I[C:2]1[S:6][C:5]([C:7]2[CH:12]=[CH:11][N:10]=[C:9]([NH:13][CH2:14][CH2:15][N:16]3[C:20]([CH3:22])([CH3:21])[C:19](=[O:23])[NH:18][C:17]3=[O:24])[N:8]=2)=[CH:4][CH:3]=1.[CH2:25]([C:27]1[CH:32]=[CH:31][CH:30]=[CH:29][C:28]=1[SH:33])[CH3:26].CC1(C)C2C(=C(P(C3C=CC=CC=3)C3C=CC=CC=3)C=CC=2)OC2C(P(C3C=CC=CC=3)C3C=CC=CC=3)=CC=CC1=2.C(O[K])(C)(C)C>C1(C)C=CC=CC=1.C(O)(C)(C)C.C1C=CC(/C=C/C(/C=C/C2C=CC=CC=2)=O)=CC=1.C1C=CC(/C=C/C(/C=C/C2C=CC=CC=2)=O)=CC=1.C1C=CC(/C=C/C(/C=C/C2C=CC=CC=2)=O)=CC=1.[Pd].[Pd]>[CH2:25]([C:27]1[CH:32]=[CH:31][CH:30]=[CH:29][C:28]=1[S:33][C:2]1[S:6][C:5]([C:7]2[CH:12]=[CH:11][N:10]=[C:9]([NH:13][CH2:14][CH2:15][N:16]3[C:20]([CH3:22])([CH3:21])[C:19](=[O:23])[NH:18][C:17]3=[O:24])[N:8]=2)=[CH:4][CH:3]=1)[CH3:26] |f:6.7.8.9.10|. Procedure: A solution of 1-{2-[4-(5-iodothiophen-2-yl)pyrimidin-2-ylamino]ethyl}-5,5-dimethyl-imidazolidine-2,4-dione (50 mg, 0.109 mmol) and 0.060 mL (0.44 mmol) of 2-ethylthiophenol in 2 mL toluene was treated with 3 mg of Pd2dba3 (0.003 mmol), 3 mg of Xantphos (0.005 mmol) and 0.22 mL of a 1 M solution of tBuOK in t-butanol. The reaction vial was sealed and heated at 110° C. in a microwave for 10 min. The crude solution was concentrated onto 5 g of silica gel and then purified by flash chromatography to... Starting materials: FC(C(=O)O)(F)F (trifluoroacetic acid), NC1=NC=2C=C(C=CC2C2=C1N=C(N2CC(C)(C)O)COC)C=CC#N (3-[4-amino-1-(2-hydroxy-2-methylpropyl)-2-(methoxymethyl)-1H-imidazo[4,5-c]quinolin-7-yl]prop-2-enenitrile). The reagents and catalysts are [Pd] (palladium on carbon). Solvent: CO (methanol). Run at time 18 hour. Product: NC1=NC=2C=C(C=CC2C2=C1N=C(N2CC(C)(O)C)COC)CCCN (1-[4-amino-7-(3-aminopropyl)-2-(methoxymethyl)-1H-imidazo[4,5-c]quinolin-1-yl]-2-methylpropan-2-ol). The yield is 90.7%. Reaction SMILES: FC(F)(F)C(O)=O.[NH2:8][C:9]1[C:18]2[N:19]=[C:20]([CH2:27][O:28][CH3:29])[N:21]([CH2:22][C:23]([OH:26])([CH3:25])[CH3:24])[C:17]=2[C:16]2[CH:15]=[CH:14][C:13]([CH:30]=[CH:31][C:32]#[N:33])=[CH:12][C:11]=2[N:10]=1>[Pd].CO>[NH2:8][C:9]1[C:18]2[N:19]=[C:20]([CH2:27][O:28][CH3:29])[N:21]([CH2:22][C:23]([CH3:24])([OH:26])[CH3:25])[C:17]=2[C:16]2[CH:15]=[CH:14][C:13]([CH2:30][CH2:31][CH2:32][NH2:33])=[CH:12][C:11]=2[N:10]=1. Reported procedure: A glass Parr vessel was charged with 10% palladium on carbon (1.0 g), methanol (200 mL), trifluoroacetic acid (5.4 mL, 72.5 mmol) and 3-[4-amino-1-(2-hydroxy-2-methylpropyl)-2-(methoxymethyl)-1H-imidazo[4,5-c]quinolin-7-yl]prop-2-enenitrile (5.1 g, 14.5 mmol). The vessel was evacuated and charged with hydrogen gas (40 psi, 2.8×105 Pa). The mixture was shaken for approximately 18 hours and then filtered through a 0.2 micron PTFE membrane filter and concentrated under reduced pressure. The resulti...